This data is from the Open Reaction Database (ORD), a public repository of structured organic reaction records. The task is: describe an organic reaction: reactants, conditions, products, and yield Reactants: C1CCOC1, CCN(C(C)C)C(C)C, O=C(Cl)c1ccc(CCl)cc1, CC(C)(C)OC(=O)Nc1ccc(-c2cccs2)cc1N, [Na+], O=C([O-])O. Product: CC(C)(C)OC(=O)Nc1ccc(-c2cccs2)cc1NC(=O)c1ccc(CCl)cc1. As a reaction SMILES: [CH2:46]1[O:47][CH2:48][CH2:49][CH2:50]1.[CH:32]([N:33]([CH2:34][CH3:35])[CH:36]([CH3:37])[CH3:38])([CH3:39])[CH3:40].[Cl:1][CH2:2][c:3]1[cH:4][cH:5][c:6]([C:7](=[O:8])[Cl:9])[cH:10][cH:11]1.[NH2:12][c:13]1[c:14]([NH:24][C:25]([O:26][C:27]([CH3:28])([CH3:29])[CH3:30])=[O:31])[cH:15][cH:16][c:17](-[c:19]2[s:20][cH:21][cH:22][cH:23]2)[cH:18]1.[Na+:45].[O-:41][C:42]([OH:43])=[O:44]>>[Cl:1][CH2:2][c:3]1[cH:4][cH:5][c:6]([C:7](=[O:8])[NH:12][c:13]2[c:14]([NH:24][C:25]([O:26][C:27]([CH3:28])([CH3:29])[CH3:30])=[O:31])[cH:15][cH:16][c:17](-[c:19]3[s:20][cH:21][cH:22][cH:23]3)[cH:18]2)[cH:10][cH:11]1. Starting materials: CC12C(=O)OC(C1CCCC2)=O (methylhexahydrophthalic anhydride), CC1CC2C(C(=O)OC2=O)CC1 (4-methylhexahydrophthalic anhydride). The reagents and catalysts are [Ni] (Raney nickel). The product is 4-methyl-Δ4 tetrahydrophthalic anhydride, CC1C2C(C(=O)OC2=O)CCC1 (3-methylhexahydrophthalic anhydride). As a reaction SMILES: C[C:2]12[CH2:11][CH2:10][CH2:9][CH2:8][CH:7]1[C:6](=[O:12])[O:5][C:3]2=[O:4].[CH3:13]C1CCC2C(OC(=O)C2C1)=O>[Ni]>[CH3:13][CH:11]1[CH2:10][CH2:9][CH2:8][CH:7]2[C:6]([O:5][C:3](=[O:4])[CH:2]12)=[O:12]. Procedure details: The aforesaid methylhexahydrophthalic anhydride which was liquid at ordinary temperatures was a mixture of 70% by weight of 4-methylhexahydrophthalic anhydride which was liquid at ordinary temperatures and was obtained by hydrogenating 4-methyl-Δ4 -tetrahydrophthalic anhydride at 150° C. in the presence of Raney nickel catalyst and 30% by weight of 3-methylhexahydrophthalic anhydride which was liquid at ordinary temperatures and was obtained by hydrogenating 3-methyl-Δ4 -tetrahydrophthalic anhyd... Starting materials: CSCC(C)N, Cc1ccccc1, Clc1cc(-c2ccnc(Cl)n2)ccn1. The product is CSCC(C)Nc1nccc(-c2ccnc(Cl)c2)n1. Reaction SMILES: [CH3:15][S:16][CH2:17][CH:18]([CH3:19])[NH2:20].[CH3:21][c:22]1[cH:23][cH:24][cH:25][cH:26][cH:27]1.[Cl:1][c:2]1[n:3][cH:4][cH:5][c:6](-[c:8]2[cH:9][c:10]([Cl:14])[n:11][cH:12][cH:13]2)[n:7]1>>[c:2]1([NH:20][CH:18]([CH2:17][S:16][CH3:15])[CH3:19])[n:3][cH:4][cH:5][c:6](-[c:8]2[cH:9][c:10]([Cl:14])[n:11][cH:12][cH:13]2)[n:7]1. Reaction SMILES: [Cl:1][C:2]1[CH:7]=[CH:6][C:5]([NH:8][CH2:9][C:10]([O:12][CH2:13][CH3:14])=[O:11])=[C:4]([O:15][C:16]2[CH:21]=[CH:20][C:19]([N+:22]([O-])=O)=[CH:18][C:17]=2[Cl:25])[CH:3]=1>C(O)C.[OH-].[OH-].[Pd+2]>[NH2:22][C:19]1[CH:20]=[CH:21][C:16]([O:15][C:4]2[CH:3]=[C:2]([Cl:1])[CH:7]=[CH:6][C:5]=2[NH:8][CH2:9][C:10]([O:12][CH2:13][CH3:14])=[O:11])=[C:17]([Cl:25])[CH:18]=1 |f:2.3.4|. Yields the product NC1=CC(=C(OC2=C(C=CC(=C2)Cl)NCC(=O)OCC)C=C1)Cl (Ethyl N-[2-(4-amino-2-chlorophenoxy)-4-chlorophenyl]glycinate). Run at time 5 hour. Reagents/catalysts: [OH-].[OH-].[Pd+2] (Pd(OH)2/C). Reactants: ClC1=CC(=C(C=C1)NCC(=O)OCC)OC1=C(C=C(C=C1)[N+](=O)[O-])Cl (Ethyl N-[4-chloro-2-(2-chloro-4-nitrophenoxy)phenyl]glycinate). The solvent is C(C)O (ethanol). Reported procedure: A mixture of the product from step (ii) (0.2 g) and Pd(OH)2/C (0.04 g) in ethanol (4 ml) was hydrogenated at 1 Bar for 5 h then filtered. The filtrate was evaporated under reduced pressure and the residue purified by chromatography on silica eluting with 20% ethylacetate/isohexane, yield 0.13 g. The product is COc1cc(C(C)C)c(Oc2cnc(N)nc2N)cc1C#CC1CC1. RXN SMILES: [C:29](#[CH:30])[CH:31]1[CH2:32][CH2:33]1.[CH:22]([NH:23][CH:24]([CH3:25])[CH3:26])([CH3:27])[CH3:28].[Cu:34][I:35].[I:1][c:2]1[c:3]([O:20][CH3:21])[cH:4][c:5]([CH:17]([CH3:18])[CH3:19])[c:6]([O:7][c:8]2[c:9]([NH2:15])[n:10][c:11]([NH2:14])[n:12][cH:13]2)[cH:16]1.[OH2:36]>>[c:2]1([C:30]#[C:29][CH:31]2[CH2:32][CH2:33]2)[c:3]([O:20][CH3:21])[cH:4][c:5]([CH:17]([CH3:18])[CH3:19])[c:6]([O:7][c:8]2[c:9]([NH2:15])[n:10][c:11]([NH2:14])[n:12][cH:13]2)[cH:16]1. Starting materials: C#CC1CC1, CC(C)NC(C)C, [Cu]I, COc1cc(C(C)C)c(Oc2cnc(N)nc2N)cc1I, O.